Dataset: the Open Reaction Database (ORD), a public repository of structured organic reaction records. Task: describe an organic reaction: reactants, conditions, products, and yield Starting materials: [H-].[H-].[H-].[H-].[Li+].[Al+3] (LiAlH4), C(Cl)Cl (CH2Cl2), COC(C1=C(C=CC(=C1)C#N)CN(C1CCCC=2C=CC=NC12)CC1=NC=CC=C1NC(=O)OC(C)(C)C)=O (2-{[(3-tert-Butoxycarbonylamino-pyridin-2-ylmethyl)-(5,6,7,8-tetrahydro-quinolin-8-yl)-amino]-methyl}-5-cyano-benzoic acid methyl ester), C(=O)([O-])C(O)C(O)C(=O)[O-] (Tartrate). Solvent: C1CCOC1 (THF), C1CCOC1 (THF). Conditions: time 6 hour. The product is C(C)(C)(C)OC(NC=1C(=NC=CC1)CN(C1CCCC=2C=CC=NC12)CC1=C(C=C(C=C1)CN)CO)=O ((2-{[(4-aminomethyl-2-hydroxymethyl-benzyl)-(5,6,7,8-tetrahydro-quinolin-8-yl)-amino]-methyl}-pyridin-3-yl)-carbamic acid tert-butyl ester). The yield is 37.4%. As a reaction SMILES: C[O:2][C:3](=O)[C:4]1[CH:9]=[C:8]([C:10]#[N:11])[CH:7]=[CH:6][C:5]=1[CH2:12][N:13]([CH2:24][C:25]1[C:30]([NH:31][C:32]([O:34][C:35]([CH3:38])([CH3:37])[CH3:36])=[O:33])=[CH:29][CH:28]=[CH:27][N:26]=1)[CH:14]1[C:23]2[N:22]=[CH:21][CH:20]=[CH:19][C:18]=2[CH2:17][CH2:16][CH2:15]1.[H-].[H-].[H-].[H-].[Li+].[Al+3].C(C(C(C([O-])=O)O)O)([O-])=O.C(Cl)Cl>C1COCC1>[C:35]([O:34][C:32](=[O:33])[NH:31][C:30]1[C:25]([CH2:24][N:13]([CH2:12][C:5]2[CH:6]=[CH:7][C:8]([CH2:10][NH2:11])=[CH:9][C:4]=2[CH2:3][OH:2])[CH:14]2[C:23]3[N:22]=[CH:21][CH:20]=[CH:19][C:18]=3[CH2:17][CH2:16][CH2:15]2)=[N:26][CH:27]=[CH:28][CH:29]=1)([CH3:38])([CH3:36])[CH3:37] |f:1.2.3.4.5.6|. Reported procedure: 2-{[(3-tert-Butoxycarbonylamino-pyridin-2-ylmethyl)-(5,6,7,8-tetrahydro-quinolin-8-yl)-amino]-methyl}-5-cyano-benzoic acid methyl ester (0.4532 g, 0.86 mmol) was dissolved in dry THF (5 mL) and flushed with Ar. At 0° C., 1.0 M LiAlH4 in THF (8.6 mL, 8.6 mmol) was added dropwise to the solution and was stirred at room temperature for 6 hours. The reaction was cooled to 0° C. and saturated aqueous KNa Tartrate (Rochelle's salt, 10 mL) was added slowly, and then CH2Cl2 (100 mL) was added. The phase... As a reaction SMILES: Cl.[NH:2]1[CH2:6][CH2:5][C@H:4]([NH:7][C:8]([C:10]2[C:14]3[N:15]=[CH:16][N:17]=[C:18]([C:19]4[C:27]5[O:26][CH2:25][O:24][C:23]=5[CH:22]=[CH:21][C:20]=4[O:28][CH2:29][CH:30]4[CH2:32][CH2:31]4)[C:13]=3[NH:12][CH:11]=2)=[O:9])[CH2:3]1.[CH:33](OC(=O)C)=[O:34]>>[CH:33]([N:2]1[CH2:6][CH2:5][C@H:4]([NH:7][C:8]([C:10]2[C:14]3[N:15]=[CH:16][N:17]=[C:18]([C:19]4[C:27]5[O:26][CH2:25][O:24][C:23]=5[CH:22]=[CH:21][C:20]=4[O:28][CH2:29][CH:30]4[CH2:32][CH2:31]4)[C:13]=3[NH:12][CH:11]=2)=[O:9])[CH2:3]1)=[O:34] |f:0.1|. Reactants: Cl.N1C[C@H](CC1)NC(=O)C1=CNC2=C1N=CN=C2C2=C(C=CC=1OCOC12)OCC1CC1 (4-(5-Cyclopropylmethoxy-benzo[1,3]dioxol-4-yl)-5H-pyrrolo[3,2-d]pyrimidine-7-carboxylic acid (S)-pyrrolidin-3-ylamide hydrochloride), C(=O)OC(C)=O (acetic formic anhydride). Yields the product C(=O)N1C[C@H](CC1)NC(=O)C1=CNC2=C1N=CN=C2C2=C(C=CC=1OCOC12)OCC1CC1 (4-(5-Cyclopropylmethoxy-benzo[1,3]dioxol-4-yl)-5H-pyrrolo[3,2-d]pyrimidine-7-carboxylic acid ((S)-1-formyl-pyrrolidin-3-yl)-amide). Reported procedure: Starting from 4-(5-Cyclopropylmethoxy-benzo[1,3]dioxol-4-yl)-5H-pyrrolo[3,2-d]pyrimidine-7-carboxylic acid (S)-pyrrolidin-3-ylamide hydrochloride (example A143) and acetic formic anhydride the title compound is obtained as colorless solid. The reactants are BrCC=1C(=NC=CC1)C#N (3-bromomethyl-2-cyanopyridine), [O-]CC.[Na+] (sodium ethoxide), [Na] (sodium), FC=1C=C(C=CC1)O (3-fluorophenol). The solvent is C(C)O (ethanol). Conditions: time 30 minute. The product is C(#N)C1=NC=CC=C1COC1=CC(=CC=C1)F (2-Cyano-3-(3-fluorophenoxymethyl)pyridine). RXN SMILES: [O-]CC.[Na+].[Na].[F:6][C:7]1[CH:8]=[C:9]([OH:13])[CH:10]=[CH:11][CH:12]=1.Br[CH2:15][C:16]1[C:17]([C:22]#[N:23])=[N:18][CH:19]=[CH:20][CH:21]=1>C(O)C>[C:22]([C:17]1[C:16]([CH2:15][O:13][C:9]2[CH:10]=[CH:11][CH:12]=[C:7]([F:6])[CH:8]=2)=[CH:21][CH:20]=[CH:19][N:18]=1)#[N:23] |f:0.1,^1:4|. Procedure details: To a chilled solution of sodium ethoxide, prepared from 13.8 g of sodium metal and 240 ml of absolute ethanol, 56.9 ml of 3-fluorophenol was added and the mixture was stirred at room temperature for 30 minutes. Crude 3-bromomethyl-2-cyanopyridine (103 g) was added to the mixture at 5° C., and the mixture was reflexed for 2 hours. After being concentrated, the reaction mixture was diluted with ether, and the resultant insoluble materials were removed by filtration. The filtrate was washed with 10... Starting materials: O(C1=CC=CC=C1)O (phenoxyalcohol), C(=O)(Cl)Cl (phosgene), C(Cl)Cl (methylene chloride). Solvent: CN(C=O)C (dimethyl formamide). Yields the product desired intermediate, ClC(=O)OOC1=CC=CC=C1 (phenoxy chloroformate). As a reaction SMILES: [O:1]([OH:8])[C:2]1[CH:7]=[CH:6][CH:5]=[CH:4][CH:3]=1.[C:9](Cl)([Cl:11])=[O:10].C(Cl)Cl>CN(C)C=O>[Cl:11][C:9]([O:8][O:1][C:2]1[CH:7]=[CH:6][CH:5]=[CH:4][CH:3]=1)=[O:10]. Reported procedure: The intermediate phenoxy chloroformates are prepared by reaction of the appropriate phenoxyalcohol with excess phosgene in an inert solvent such as methylene chloride in the presence of a catalytic quantity of dimethyl formamide. The reaction is carried out at 20°-80° C. The solvent and excess phosgene is then removed under vacuo to give the desired intermediate phenoxy chloroformate. Reactants: C(C)(C)(C)OC(NC(CC1=C(C=C(C=C1C)C(N)=O)C)C(N(CC1=CC(=C(C=C1)OC)OC)C(C)C=1NC=C(N1)C1=C(C=CC=C1)Br)=O)=O ([1-[{1-[4-(2-bromo-phenyl)-1H-imidazol-2-yl]-ethyl}-(3,4-dimethoxy-benzyl)-carbamoyl]-2-(4-carbamoyl-2,6-dimethyl-phenyl)-ethyl]-carbamic acid tert-butyl ester), CN(C)C=O (DMF). The reagents and catalysts are [C-]#N.[C-]#N.[Zn+2] (Zn(CN)2), C=1C=CC(=CC1)[P](C=2C=CC=CC2)(C=3C=CC=CC3)[Pd]([P](C=4C=CC=CC4)(C=5C=CC=CC5)C=6C=CC=CC6)([P](C=7C=CC=CC7)(C=8C=CC=CC8)C=9C=CC=CC9)[P](C=1C=CC=CC1)(C=1C=CC=CC1)C=1C=CC=CC1 (Pd(PPh3)4). Conditions: temperature 100 celsius. The product is C(C)(C)(C)OC(NC(CC1=C(C=C(C=C1C)C(N)=O)C)C(N(CC1=CC(=C(C=C1)OC)OC)C(C)C=1NC=C(N1)C1=C(C=CC=C1)C#N)=O)=O ({2-(4-carbamoyl-2,6-dimethyl-phenyl)-1-[{1-[4-(2-cyano-phenyl)-1H-imidazol-2-yl]-ethyl}-(3,4-dimethoxy-benzyl)-carbamoyl]-ethyl}-carbamic acid tert-butyl ester). Reaction SMILES: [C:1]([O:5][C:6](=[O:49])[NH:7][CH:8]([C:21](=[O:48])[N:22]([CH:34]([C:36]1[NH:37][CH:38]=[C:39]([C:41]2[CH:46]=[CH:45][CH:44]=[CH:43][C:42]=2Br)[N:40]=1)[CH3:35])[CH2:23][C:24]1[CH:29]=[CH:28][C:27]([O:30][CH3:31])=[C:26]([O:32][CH3:33])[CH:25]=1)[CH2:9][C:10]1[C:15]([CH3:16])=[CH:14][C:13]([C:17](=[O:19])[NH2:18])=[CH:12][C:11]=1[CH3:20])([CH3:4])([CH3:3])[CH3:2].[CH3:50][N:51](C=O)C>[C-]#N.[C-]#N.[Zn+2].C1C=CC([P]([Pd]([P](C2C=CC=CC=2)(C2C=CC=CC=2)C2C=CC=CC=2)([P](C2C=CC=CC=2)(C2C=CC=CC=2)C2C=CC=CC=2)[P](C2C=CC=CC=2)(C2C=CC=CC=2)C2C=CC=CC=2)(C2C=CC=CC=2)C2C=CC=CC=2)=CC=1>[C:1]([O:5][C:6](=[O:49])[NH:7][CH:8]([C:21](=[O:48])[N:22]([CH:34]([C:36]1[NH:37][CH:38]=[C:39]([C:41]2[CH:46]=[CH:45][CH:44]=[CH:43][C:42]=2[C:50]#[N:51])[N:40]=1)[CH3:35])[CH2:23][C:24]1[CH:29]=[CH:28][C:27]([O:30][CH3:31])=[C:26]([O:32][CH3:33])[CH:25]=1)[CH2:9][C:10]1[C:15]([CH3:16])=[CH:14][C:13]([C:17](=[O:19])[NH2:18])=[CH:12][C:11]=1[CH3:20])([CH3:4])([CH3:3])[CH3:2] |f:2.3.4,^1:63,65,84,103|. Procedure details: To a solution of [1-[{1-[4-(2-bromo-phenyl)-1H-imidazol-2-yl]-ethyl}-(3,4-dimethoxy-benzyl)-carbamoyl]-2-(4-carbamoyl-2,6-dimethyl-phenyl)-ethyl]-carbamic acid tert-butyl ester (294 mg; 0.4 mmol) in DMF (2 mL) was added Zn(CN)2 (28 mg; 0.24 mmol). The resulting mixture was degassed with Argon for 5 min, then Pd(PPh3)4 (92 mg; 0.08 mmol) was added neat, and the system was immediately warmed to 100° C. After heating for 6 h, the reaction was cooled to rt and partitioned between EtOAc and water. Th... The reactants are CC(C)(C)[Si](C)(C)Oc1ccc(F)c(O[Si](c2ccccc2)(c2ccccc2)C(C)(C)C)c1, C1CCOC1, C1CCCCC1, [Li]C(C)CC, CN(C)C=O. Product: CC(C)(C)[Si](C)(C)Oc1cc(C=O)c(F)c(O[Si](c2ccccc2)(c2ccccc2)C(C)(C)C)c1. RXN SMILES: [C:1]([CH3:2])([CH3:3])([CH3:4])[Si:5]([O:6][c:7]1[cH:8][c:9]([O:14][Si:15]([c:16]2[cH:17][cH:18][cH:19][cH:20][cH:21]2)([c:22]2[cH:23][cH:24][cH:25][cH:26][cH:27]2)[C:28]([CH3:29])([CH3:30])[CH3:31])[c:10]([F:13])[cH:11][cH:12]1)([CH3:32])[CH3:33].[CH2:44]1[O:45][CH2:46][CH2:47][CH2:48]1.[CH2:49]1[CH2:50][CH2:51][CH2:52][CH2:53][CH2:54]1.[CH:34]([Li:35])([CH2:36][CH3:37])[CH3:38].[O:39]=[CH:40][N:41]([CH3:42])[CH3:43]>>[C:1]([CH3:2])([CH3:3])([CH3:4])[Si:5]([O:6][c:7]1[cH:8][c:9]([O:14][Si:15]([c:16]2[cH:17][cH:18][cH:19][cH:20][cH:21]2)([c:22]2[cH:23][cH:24][cH:25][cH:26][cH:27]2)[C:28]([CH3:29])([CH3:30])[CH3:31])[c:10]([F:13])[c:11]([CH:40]=[O:39])[cH:12]1)([CH3:32])[CH3:33]. The reactants are CC(=O)N(C)c1ncc(C#N)cn1, CO, N, [OH-]. Product: CC(=O)N(C)c1ncc(CN)cn1. Reaction SMILES: [C:1](#[N:2])[c:3]1[cH:4][n:5][c:6]([N:9]([C:10]([CH3:11])=[O:12])[CH3:13])[n:7][cH:8]1.[CH3:16][OH:17].[NH3:15].[OH-:14]>>[CH2:1]([NH2:2])[c:3]1[cH:4][n:5][c:6]([N:9]([C:10]([CH3:11])=[O:12])[CH3:13])[n:7][cH:8]1. Reactants: O=C1Nc2cc(Br)ccc2C12CCCC2, O=C([O-])O, ClC(Cl)Cl, O=C1CCC(=O)N1Cl, [Na+]. Product: O=C1Nc2cc(Br)c(Cl)cc2C12CCCC2. As a reaction SMILES: [Br:9][c:10]1[cH:11][cH:12][c:13]2[c:14]([cH:15]1)[NH:16][C:17](=[O:23])[C:18]21[CH2:19][CH2:20][CH2:21][CH2:22]1.[C:24](=[O:25])([O-:26])[OH:27].[CH:29]([Cl:30])([Cl:31])[Cl:32].[Cl:1][N:2]1[C:3](=[O:4])[CH2:5][CH2:6][C:7]1=[O:8].[Na+:28]>>[Cl:1][c:11]1[c:10]([Br:9])[cH:15][c:14]2[c:13]([cH:12]1)[C:18]1([C:17](=[O:23])[NH:16]2)[CH2:19][CH2:20][CH2:21][CH2:22]1. Yields the product O=C(c1ccccc1)N1CCn2c(CN3CCOCC3)ccc2C1. As a reaction SMILES: [C:10]([c:11]1[cH:12][cH:13][cH:14][cH:15][cH:16]1)(=[O:17])[N:18]1[CH2:19][c:20]2[n:21]([cH:24][cH:25][cH:26]2)[CH2:22][CH2:23]1.[CH2:8]=[O:9].[ClH:1].[NH3:27].[O:2]1[CH2:3][CH2:4][NH:5][CH2:6][CH2:7]1.[OH2:28]>>[O:2]1[CH2:3][CH2:4][N:5]([CH2:8][c:24]2[n:21]3[c:20]([cH:26][cH:25]2)[CH2:19][N:18]([C:10]([c:11]2[cH:12][cH:13][cH:14][cH:15][cH:16]2)=[O:17])[CH2:23][CH2:22]3)[CH2:6][CH2:7]1. The reactants are O=C(c1ccccc1)N1CCn2cccc2C1, C=O, Cl, N, C1COCCN1, O. Starting materials: ClCC(=O)Cl (2-chloroacetyl chloride), 33, C(C1=CC=CC=C1)NC(C)(C)C (N-benzyl-N-tert.-butylamine), [OH-].[Na+] (sodium hydroxide). Solvent: ClCCCl (1,2-dichloroethane). Reaction conditions: time 1 hour. The product is 43, C(C1=CC=CC=C1)N(C(CCl)=O)C(C)(C)C (N-benzyl-N-tert.-butyl-2-chloroacetamide). RXN SMILES: [CH2:1]([NH:8][C:9]([CH3:12])([CH3:11])[CH3:10])[C:2]1[CH:7]=[CH:6][CH:5]=[CH:4][CH:3]=1.[OH-].[Na+].[Cl:15][CH2:16][C:17](Cl)=[O:18]>ClCCCl>[CH2:1]([N:8]([C:9]([CH3:12])([CH3:11])[CH3:10])[C:17](=[O:18])[CH2:16][Cl:15])[C:2]1[CH:7]=[CH:6][CH:5]=[CH:4][CH:3]=1 |f:1.2|. Procedure: To a stirred and cooled mixture of 33 parts of N-benzyl-N-tert.-butylamine in 60 parts of sodium hydroxide solution 20% and 160 parts of 1,2-dichloroethane are added dropwise 34 parts of 2-chloroacetyl chloride at a temperature between -5° and -10° C. Upon completion, stirring is continued at the same temperature for one hour. The reaction mixture is allowed to reach room temperature and the organic layer is separated, washed with water, dried and evaporated, yielding 43 parts of N-benzyl-N-tert...